Dataset: the Open Reaction Database (ORD), a public repository of structured organic reaction records. Task: describe an organic reaction: reactants, conditions, products, and yield Reactants: ClCCOC=1C=CC=C2C(=NNC12)S(=O)(=O)C1=CC=CC2=CC=CC=C12 (7-(2-chloro-ethoxy)-3-(naphthalene-1-sulfonyl)-1-H-indazole), CI (methyl iodide), C([O-])([O-])=O.[K+].[K+] (potassium carbonate). The solvent is CN(C)C=O (DMF), O (H2O). Reaction conditions: time 2 hour. Product: ClCCOC=1C=CC=C2C(=NN(C12)C)S(=O)(=O)C1=CC=CC2=CC=CC=C12 (7-(2-Chloro-ethoxy)-1-methyl-3-(naphthalene-1-sulfonyl)-1H-indazole). As a reaction SMILES: [Cl:1][CH2:2][CH2:3][O:4][C:5]1[CH:6]=[CH:7][CH:8]=[C:9]2[C:13]=1[NH:12][N:11]=[C:10]2[S:14]([C:17]1[C:26]2[C:21](=[CH:22][CH:23]=[CH:24][CH:25]=2)[CH:20]=[CH:19][CH:18]=1)(=[O:16])=[O:15].CI.[C:29](=O)([O-])[O-].[K+].[K+]>CN(C=O)C.O>[Cl:1][CH2:2][CH2:3][O:4][C:5]1[CH:6]=[CH:7][CH:8]=[C:9]2[C:13]=1[N:12]([CH3:29])[N:11]=[C:10]2[S:14]([C:17]1[C:26]2[C:21](=[CH:22][CH:23]=[CH:24][CH:25]=2)[CH:20]=[CH:19][CH:18]=1)(=[O:16])=[O:15] |f:2.3.4|. Reported procedure: A mixture of 7-(2-chloro-ethoxy)-3-(naphthalene-1-sulfonyl)-1-H-indazole (0.7 g, 1.8 mmoles), methyl iodide (0.28 mL, 2.17 mmoles), and potassium carbonate (0.29 g, 2.17 mmoles) in DMF (10 mL) was stirred together in a round bottom flask at room temperature for 2 hours. Reaction mixture was diluted with H2O, extracted with EtOAc, washed with water (2×), brine (1×), dried over Na2SO4, and concentrated under vacuum. The crude product was purified by HPLC using as eluent 30% EtOAc/hexane to afford ... Starting materials: c1ccc2c(c1)CCNC2, CN(C)C=O, O, On1nnc2ccccc21, O=C(O)c1ccc2cnccc2n1. Product: O=C(c1ccc2cnccc2n1)N1CCc2ccccc2C1. As a reaction SMILES: [CH2:25]1[NH:26][CH2:27][CH2:28][c:29]2[cH:30][cH:31][cH:32][cH:33][c:34]21.[O:35]=[CH:36][N:37]([CH3:38])[CH3:39].[OH2:14].[OH:15][n:16]1[c:17]2[cH:18][cH:19][cH:20][cH:21][c:22]2[n:23][n:24]1.[n:1]1[c:2]([C:11](=[O:12])[OH:13])[cH:3][cH:4][c:5]2[cH:6][n:7][cH:8][cH:9][c:10]12>>[n:1]1[c:2]([C:11](=[O:13])[N:26]2[CH2:25][c:34]3[c:29]([cH:30][cH:31][cH:32][cH:33]3)[CH2:28][CH2:27]2)[cH:3][cH:4][c:5]2[cH:6][n:7][cH:8][cH:9][c:10]12. Reactants: B, CC(C)(C)c1ncncc1C(=O)c1ccc(Cl)cc1, CCO, N. The product is CC(C)(C)c1ncncc1C(O)c1ccc(Cl)cc1. As a reaction SMILES: [BH3:21].[C:1]([CH3:2])([CH3:3])([CH3:4])[c:5]1[n:6][cH:7][n:8][cH:9][c:10]1[C:11]([c:12]1[cH:13][cH:14][c:15]([Cl:18])[cH:16][cH:17]1)=[O:19].[CH3:22][CH2:23][OH:24].[NH3:20]>>[C:1]([CH3:2])([CH3:3])([CH3:4])[c:5]1[n:6][cH:7][n:8][cH:9][c:10]1[CH:11]([c:12]1[cH:13][cH:14][c:15]([Cl:18])[cH:16][cH:17]1)[OH:19].